Dataset: the Open Reaction Database (ORD), a public repository of structured organic reaction records. Task: describe an organic reaction: reactants, conditions, products, and yield Starting materials: COc1cc(C(=O)Cl)cc(C(F)(F)F)c1OCc1ccccc1, CCN(C(C)C)C(C)C, ClCCl, Nc1ccccc1S, c1ccc2c(c1)NCS2. Yields the product COc1cc(C(=O)N2CSc3ccccc32)cc(C(F)(F)F)c1OCc1ccccc1. RXN SMILES: [CH2:27]([c:28]1[cH:29][cH:30][cH:31][cH:32][cH:33]1)[O:34][c:35]1[c:36]([O:48][CH3:49])[cH:37][c:38]([C:39](=[O:40])[Cl:41])[cH:42][c:43]1[C:44]([F:45])([F:46])[F:47].[CH:18]([N:19]([CH:20]([CH3:21])[CH3:22])[CH2:23][CH3:24])([CH3:25])[CH3:26].[Cl:50][CH2:51][Cl:52].[NH2:10][c:11]1[cH:12][cH:13][cH:14][cH:15][c:16]1[SH:17].[S:1]1[CH2:2][NH:3][c:4]2[c:5]1[cH:6][cH:7][cH:8][cH:9]2>>[S:1]1[CH2:2][N:3]([C:39]([c:38]2[cH:37][c:36]([O:48][CH3:49])[c:35]([O:34][CH2:27][c:28]3[cH:29][cH:30][cH:31][cH:32][cH:33]3)[c:43]([C:44]([F:45])([F:46])[F:47])[cH:42]2)=[O:40])[c:4]2[c:5]1[cH:6][cH:7][cH:8][cH:9]2. Reactants: C(C)C=1SC(=C(N1)C)CO (2-ethyl-5-hydroxymethyl-4-methylthiazole), C(C1=CC=CC=C1)OC1=C2CCCC(C2=CC=C1)C(=O)NC=1C=NC(=CC1)C(C)C (5-benzyloxy-N-(6-isopropylpyridin-3-yl)-1,2,3,4-tetrahydronaphthalene-1-carboxamide). Product: C(C1=CC=CC=C1)OC1=C2CCCC(C2=CC=C1)C(=O)N(C=1C=NC(=CC1)C(C)C)CC1=C(N=C(S1)CC)C (5-benzyloxy-N-[(2-ethyl-4-methylthiazol-5-yl)methyl]-N-(6-isopropylpyridin-3-yl)-1,2,3,4-tetrahydronaphthalene-1-carboxamide). Yield: 60.1%. Reaction SMILES: [CH2:1]([C:3]1[S:4][C:5]([CH2:9]O)=[C:6]([CH3:8])[N:7]=1)[CH3:2].[CH2:11]([O:18][C:19]1[CH:28]=[CH:27][CH:26]=[C:25]2[C:20]=1[CH2:21][CH2:22][CH2:23][CH:24]2[C:29]([NH:31][C:32]1[CH:33]=[N:34][C:35]([CH:38]([CH3:40])[CH3:39])=[CH:36][CH:37]=1)=[O:30])[C:12]1[CH:17]=[CH:16][CH:15]=[CH:14][CH:13]=1>>[CH2:11]([O:18][C:19]1[CH:28]=[CH:27][CH:26]=[C:25]2[C:20]=1[CH2:21][CH2:22][CH2:23][CH:24]2[C:29]([N:31]([CH2:9][C:5]1[S:4][C:3]([CH2:1][CH3:2])=[N:7][C:6]=1[CH3:8])[C:32]1[CH:33]=[N:34][C:35]([CH:38]([CH3:40])[CH3:39])=[CH:36][CH:37]=1)=[O:30])[C:12]1[CH:17]=[CH:16][CH:15]=[CH:14][CH:13]=1. Reported procedure: By the reaction and treatment in the same manner as in Example 142 using 2-ethyl-5-hydroxymethyl-4-methylthiazole (0.63 g) and 5-benzyloxy-N-(6-isopropylpyridin-3-yl)-1,2,3,4-tetrahydronaphthalene-1-carboxamide (1.8 g) as starting materials, 5-benzyloxy-N-[(2-ethyl-4-methylthiazol-5-yl)methyl]-N-(6-isopropylpyridin-3-yl)-1,2,3,4-tetrahydronaphthalene-1-carboxamide (1.3 g) was obtained.